From a dataset of the Open Reaction Database (ORD), a public repository of structured organic reaction records. describe an organic reaction: reactants, conditions, products, and yield Reactants: O=C([O-])[O-], CCCCn1c(Cl)cc(=O)[nH]c1=O, CN(C)C=O, Fc1ccccc1CBr, [K+], [K+]. Product: CCCCn1c(Cl)cc(=O)n(Cc2ccccc2F)c1=O. As a reaction SMILES: [C:14](=[O:15])([O-:16])[O-:17].[CH2:1]([CH2:2][CH2:3][CH3:4])[n:5]1[c:6](=[O:13])[nH:7][c:8](=[O:12])[cH:9][c:10]1[Cl:11].[CH3:29][N:30]([CH3:31])[CH:32]=[O:33].[F:20][c:21]1[c:22]([CH2:23][Br:24])[cH:25][cH:26][cH:27][cH:28]1.[K+:18].[K+:19]>>[CH2:1]([CH2:2][CH2:3][CH3:4])[n:5]1[c:6](=[O:13])[n:7]([CH2:23][c:22]2[c:21]([F:20])[cH:28][cH:27][cH:26][cH:25]2)[c:8](=[O:12])[cH:9][c:10]1[Cl:11]. Starting materials: Cl (hydrochloric acid), OC1=CC=C(CC2C(NC(S2)=O)=O)C=C1 (5-(4-hydroxybenzyl)thiazolidine-2,4-dione), [H-].[Na+] (sodium hydride), ClC1=CC=C(CCl)C=C1 (4-chlorobenzyl chloride). Run in O (Water), CS(=O)C (dimethylsulfoxide). Conditions: time 15 minute. The product is ClC1=CC=C(COC2=CC=C(CC3C(NC(S3)=O)=O)C=C2)C=C1 (5-[4-(4-chlorobenzyloxy)benzyl]thiazolidine-2,4-dione). Yield: 24.4%. Reaction SMILES: [OH:1][C:2]1[CH:15]=[CH:14][C:5]([CH2:6][CH:7]2[S:11][C:10](=[O:12])[NH:9][C:8]2=[O:13])=[CH:4][CH:3]=1.[H-].[Na+].[Cl:18][C:19]1[CH:26]=[CH:25][C:22]([CH2:23]Cl)=[CH:21][CH:20]=1.Cl>O.CS(C)=O>[Cl:18][C:19]1[CH:26]=[CH:25][C:22]([CH2:23][O:1][C:2]2[CH:15]=[CH:14][C:5]([CH2:6][CH:7]3[S:11][C:10](=[O:12])[NH:9][C:8]3=[O:13])=[CH:4][CH:3]=2)=[CH:21][CH:20]=1 |f:1.2|. Reported procedure: To 12 ml of dimethylsulfoxide is dissolved 1.12 g of 5-(4-hydroxybenzyl)thiazolidine-2,4-dione, and 480 mg of 50% sodium hydride in oil is added to the solution. The mixture is stirred at room temperature for 15 minutes, to which is added 0.81 g of 4-chlorobenzyl chloride. The whole mixture is stirred at 50° C. for 4 hours. Water is added to the mixture and the mixture is acidified with 2 N-hydrochloric acid. The mixture is subjected to extraction with ether. The extract is washed with water and... Reactants: Cl (hydrochloric acid), C1(C=CCC1)ON=C(C(=O)NC1[C@@H]2N(C(=C(CS2)CSC2=NN=NN2CCCN2CCN(CC2)C)C(=O)O)C1=O)C=1N=C(SC1)NC=O (7-[2-(2-cyclopenten-1-yl)oxyimino-2-(2-formamidothiazol-4-yl)acetamido]-3-[1-[3-(4-methyl-1-piperazinyl)propyl]-1H-tetrazol-5-yl]thiomethyl-3-cephem-4-carboxylic acid), C([O-])(O)=O.[Na+] (sodium bicarbonate). Run in CO (methanol). The product is C1(C=CCC1)ON=C(C(=O)NC1[C@@H]2N(C(=C(CS2)CSC2=NN=NN2CCCN2CCN(CC2)C)C(=O)O)C1=O)C=1N=C(SC1)N (7-[2-(2-cyclopenten-1-yl)oxyimino-2-(2-aminothiazol-4-yl)acetamido]-3-[1-[3-(4-methyl-1-piperazinyl)propyl]-1H-tetrazol-5-yl]thiomethyl-3-cephem-4-carboxylic acid). The yield is 28.4%. As a reaction SMILES: [CH:1]1([O:6][N:7]=[C:8]([C:41]2[N:42]=[C:43]([NH:46]C=O)[S:44][CH:45]=2)[C:9]([NH:11][CH:12]2[C:39](=[O:40])[N:14]3[C:15]([C:36]([OH:38])=[O:37])=[C:16]([CH2:19][S:20][C:21]4[N:25]([CH2:26][CH2:27][CH2:28][N:29]5[CH2:34][CH2:33][N:32]([CH3:35])[CH2:31][CH2:30]5)[N:24]=[N:23][N:22]=4)[CH2:17][S:18][C@H:13]23)=[O:10])[CH2:5][CH2:4][CH:3]=[CH:2]1.Cl.C(=O)(O)[O-].[Na+]>CO>[CH:1]1([O:6][N:7]=[C:8]([C:41]2[N:42]=[C:43]([NH2:46])[S:44][CH:45]=2)[C:9]([NH:11][CH:12]2[C:39](=[O:40])[N:14]3[C:15]([C:36]([OH:38])=[O:37])=[C:16]([CH2:19][S:20][C:21]4[N:25]([CH2:26][CH2:27][CH2:28][N:29]5[CH2:34][CH2:33][N:32]([CH3:35])[CH2:31][CH2:30]5)[N:24]=[N:23][N:22]=4)[CH2:17][S:18][C@H:13]23)=[O:10])[CH2:5][CH2:4][CH:3]=[CH:2]1 |f:2.3|. Reported procedure: A mixture of 7-[2-(2-cyclopenten-1-yl)oxyimino-2-(2-formamidothiazol-4-yl)acetamido]-3-[1-[3-(4-methyl-1-piperazinyl)propyl]-1H-tetrazol-5-yl]thiomethyl-3-cephem-4-carboxylic acid (syn isomer) (1.1 g), methanol (85 ml) and conc.hydrochloric acid (0.6 ml) was stirred for 45 minutes at room temperature. The reaction mixture was adjusted to pH 4.5 with a saturated aqueous solution of sodium bicarbonate and then concentrated. The concentrate was adjusted to pH 7 with a saturated aqueous solution of ... RXN SMILES: [C:39](=[O:40])([O-:41])[O-:42].[CH3:1][S:2]([O:3][CH2:6][CH:7]1[N:8]([c:21]2[cH:22][cH:23][c:24]([C:27]([C:28]([F:29])([F:30])[F:31])([CH3:32])[OH:33])[cH:25][cH:26]2)[CH2:9][CH2:10][N:11]([S:13](=[O:14])(=[O:15])[c:16]2[s:17][cH:18][cH:19][cH:20]2)[CH2:12]1)(=[O:4])=[O:5].[CH3:45][C:46]#[N:47].[Cs+:43].[Cs+:44].[OH2:48].[nH:34]1[cH:35][n:36][cH:37][cH:38]1>>[CH2:6]([CH:7]1[N:8]([c:21]2[cH:22][cH:23][c:24]([C:27]([C:28]([F:29])([F:30])[F:31])([CH3:32])[OH:33])[cH:25][cH:26]2)[CH2:9][CH2:10][N:11]([S:13](=[O:14])(=[O:15])[c:16]2[s:17][cH:18][cH:19][cH:20]2)[CH2:12]1)[n:34]1[cH:35][n:36][cH:37][cH:38]1. Product: CC(O)(c1ccc(N2CCN(S(=O)(=O)c3cccs3)CC2Cn2ccnc2)cc1)C(F)(F)F. The reactants are O=C([O-])[O-], CC(O)(c1ccc(N2CCN(S(=O)(=O)c3cccs3)CC2COS(C)(=O)=O)cc1)C(F)(F)F, CC#N, [Cs+], [Cs+], O, c1c[nH]cn1.